This data is from the Open Reaction Database (ORD), a public repository of structured organic reaction records. The task is: describe an organic reaction: reactants, conditions, products, and yield The product is NC(C)O.C=1C=CC(=C(C1)CC(=O)O)NC=2C(=CC=CC2Cl)Cl.Cl (Aminoethanol diclofenac Hydrochloride). RXN SMILES: [C:1]([C:8]([NH2:11])([OH:10])C)(OC(C)(C)C)=O.[CH:12]1[CH:13]=[CH:14][C:15]([NH:22][C:23]2[C:24]([Cl:30])=[CH:25][CH:26]=[CH:27][C:28]=2[Cl:29])=[C:16]([CH2:18][C:19]([OH:21])=[O:20])[CH:17]=1.[ClH:31].C(OCC)(=O)C.C(OCC)C.CCCCCC>ClCCl>[NH2:11][CH:8]([OH:10])[CH3:1].[CH:12]1[CH:13]=[CH:14][C:15]([NH:22][C:23]2[C:28]([Cl:29])=[CH:27][CH:26]=[CH:25][C:24]=2[Cl:30])=[C:16]([CH2:18][C:19]([OH:21])=[O:20])[CH:17]=1.[ClH:31] |f:0.1,2.3,7.8.9|. The solvent is ClCCl (dichloromethane). Isolated yield 98.0%. Reactants: Cl.C(C)(=O)OCC (hydrochloric acid ethyl acetate), C(C)OCC (Diethyl ether), CCCCCC (hexane), C(=O)(OC(C)(C)C)C(C)(O)N.C=1C=CC(=C(C1)CC(=O)O)NC=2C(=CC=CC2Cl)Cl (Boc-aminoethanol diclofenac). Procedure: In 5 ml of dichloromethane, 2.108 g (4.80 mmol) of the Boc-aminoethanol-diclofenac obtained above was dissolved, and 20 ml of 4 M hydrochloric acid/ethyl acetate was added thereto under ice-cooling, followed by stirring for 2.5 hours. Diethyl ether and hexane were added thereto for precipitation, and the precipitate was dried under reduced pressure to give 1.775 g (98%) of the titled compound. The structure was identified by 1H-NMR. Reaction conditions: time 2.5 hour. Starting materials: BrC1=CC(=C(S1)[N+](=O)[O-])C(=O)N (5-bromo-2-nitrothiophene-3-carboxamide), OC(C)C1=CC=C(C=C1)C1=CC(=C(S1)[N+](=O)[O-])C(=O)N (5-[4-(1-hydroxyethyl)phenyl]-2-nitrothiophene-3-carboxamide). Product: NC=1SC(=CC1C(=O)N)C1=CC=C(C=C1)C(C)O (2-Amino-5-[4-(1-hydroxyethyl)phenyl]thiophene-3-carboxamide). Reaction SMILES: BrC1SC([N+]([O-])=O)=C(C(N)=O)C=1.[OH:13][CH:14]([C:16]1[CH:21]=[CH:20][C:19]([C:22]2[S:26][C:25]([N+:27]([O-])=O)=[C:24]([C:30]([NH2:32])=[O:31])[CH:23]=2)=[CH:18][CH:17]=1)[CH3:15]>>[NH2:27][C:25]1[S:26][C:22]([C:19]2[CH:20]=[CH:21][C:16]([CH:14]([OH:13])[CH3:15])=[CH:17][CH:18]=2)=[CH:23][C:24]=1[C:30]([NH2:32])=[O:31]. Reported procedure: The title compound was prepared according to the general procedure in Intermediate 10 Step 6 using 5-[4-(1-hydroxyethyl)phenyl]-2-nitrothiophene-3-carboxamide (198 mg, 0.68 mmol) as the starting material. The reactants are C(C)(C)(C)OC(C(C(CC)C)NC(C1=C(C=CC(=C1)NCC)SSC1=C(C=C(C=C1)NCC)C(NC(C(CC)C)C(=O)OC(C)(C)C)=O)=O)=O (2-{5-Ethylamino-2-[4-ethylamino-2-(1-tert-butoxycarbonyl-2-methyl-butylcarbamoyl)-phenyl-disulfanyl]-benzoylamino}-3-methyl-pentanoic acid tert-butyl ester), FC(C(=O)O)(F)F (trifluoroacetic acid). Solvent: ClCCl (dichloromethane). The product is C(C)NC=1C=CC(=C(C1)C(=O)N[C@@H]([C@@H](C)CC)C(=O)O)SSC1=C(C=C(C=C1)NCC)C(=O)N[C@@H]([C@@H](C)CC)C(=O)O (N,N'-[Dithiobis[[5-(ethylamino)-2,1-phenylene]carbonyl]]bis L-iso-leucine). As a reaction SMILES: C([O:5][C:6](=[O:50])[CH:7]([NH:12][C:13](=[O:49])[C:14]1[CH:19]=[C:18]([NH:20][CH2:21][CH3:22])[CH:17]=[CH:16][C:15]=1[S:23][S:24][C:25]1[CH:30]=[CH:29][C:28]([NH:31][CH2:32][CH3:33])=[CH:27][C:26]=1[C:34](=[O:48])[NH:35][CH:36]([C:41]([O:43]C(C)(C)C)=[O:42])[CH:37]([CH3:40])[CH2:38][CH3:39])[CH:8]([CH3:11])[CH2:9][CH3:10])(C)(C)C.FC(F)(F)C(O)=O>ClCCl>[CH2:21]([NH:20][C:18]1[CH:17]=[CH:16][C:15]([S:23][S:24][C:25]2[CH:30]=[CH:29][C:28]([NH:31][CH2:32][CH3:33])=[CH:27][C:26]=2[C:34]([NH:35][C@H:36]([C:41]([OH:43])=[O:42])[C@H:37]([CH2:38][CH3:39])[CH3:40])=[O:48])=[C:14]([C:13]([NH:12][C@H:7]([C:6]([OH:50])=[O:5])[C@H:8]([CH2:9][CH3:10])[CH3:11])=[O:49])[CH:19]=1)[CH3:22]. Procedure: This compound was prepared according to the procedure described in Example 50 using [S-(R*,R*)]2-{5-ethylamino-2-[4-ethylamino-2-(1-tert-butoxy carbonyl-2-methyl-butylcarbamoyl)-phenyldisulfanyl]-benzoylamino}-3-methyl-pentanoic acid tert-butyl ester (0.8 g, 1.1 mmol) from Example 45, 10 mL dichloromethane, and 10 mL trifluoroacetic acid. The product was washed with hexane/ether to afford 0.6 of the title compound, mp 97°-100° C. The reactants are N1=CC(=CC=C1)CO (3-pyridyl carbinol), C(#N)CC1=CC=C(C=C1)N=C=O (p-cyanomethylphenyl isocyanate). The solvent is C1=CC=CC=C1 (benzene). Conditions: time 3 hour. The product is C(#N)CC1=CC=C(C=C1)NC(OCC=1C=NC=CC1)=O (3-pyridylmethyl N-(4-cyanomethylphenyl)carbamate). Isolated yield 92.0%. Reaction SMILES: [C:1]([CH2:3][C:4]1[CH:9]=[CH:8][C:7]([N:10]=[C:11]=[O:12])=[CH:6][CH:5]=1)#[N:2].[N:13]1[CH:18]=[CH:17][CH:16]=[C:15]([CH2:19][OH:20])[CH:14]=1>C1C=CC=CC=1>[C:1]([CH2:3][C:4]1[CH:9]=[CH:8][C:7]([NH:10][C:11](=[O:12])[O:20][CH2:19][C:15]2[CH:14]=[N:13][CH:18]=[CH:17][CH:16]=2)=[CH:6][CH:5]=1)#[N:2]. Procedure: To a solution of p-cyanomethylphenyl isocyanate (3.75 g., 0.0237 mole) in 100 ml. of benzene was added 3-pyridyl carbinol (2.59 g., 0.0237 mole). An exothermic reaction occurred and a precipitate formed. The reaction mixture was heated to reflux then allowed to stand at ambient temperatures for 3 hrs. The solid was filtered off and dried to give 5.8 g. melting at 157°-161.5° C. The product is a 92% yield of 3-pyridylmethyl N-(4-cyanomethylphenyl)carbamate. Recrystallization from methanol gave a ...